Dataset: the Open Reaction Database (ORD), a public repository of structured organic reaction records. Task: describe an organic reaction: reactants, conditions, products, and yield Starting materials: C(=O)(O)[O-].[Na+] (NaHCO3), CC1=CSC2=C1C=C(C=C2)C (3,5-dimethylbenzothiophene), CC1=CSC2=C1C=C(C=C2)C (3,5-dimethylbenzothiophene), ClS(=O)(=O)O (chlorosulfonic acid). The solvent is C(Cl)(Cl)Cl (CHCl3). Run at temperature 0 celsius, time 3 hour. Product: CC1=C(SC2=C1C=C(C=C2)C)S(=O)(=O)Cl (3,5-Dimethyl-benzothiophene-2-sulfonyl chloride). The yield is 39.7%. Reaction SMILES: [CH3:1][C:2]1[C:6]2[CH:7]=[C:8]([CH3:11])[CH:9]=[CH:10][C:5]=2[S:4][CH:3]=1.[Cl:12][S:13](O)(=[O:15])=[O:14].C([O-])(O)=O.[Na+]>C(Cl)(Cl)Cl>[CH3:1][C:2]1[C:6]2[CH:7]=[C:8]([CH3:11])[CH:9]=[CH:10][C:5]=2[S:4][C:3]=1[S:13]([Cl:12])(=[O:15])=[O:14] |f:2.3|. Procedure details: To a solution of 3,5-dimethylbenzothiophene (Intermediate 12) (5.0 g, 33.8 mmol) in CHCl3 (70 mL), chlorosulfonic acid (5.6 mL, 85 mmol) was added dropwise at −5° C. The reaction mixture was stirred at 0° C. for 3 h before it was poured into a mixture of ice and NaHCO3 and stirred vigorously for 5 min. The organic phase was immediately separated, dried with MgSO4 and concentrated yielding 3.5 g (40%) of the title compound. Reactants: ClC=1SC2=C(N1)C(C1=C(C=C2)C=C(C=C1)Cl)C=1C(NC(N(C1)C)=O)=O ((±)-5-(2,7-Dichloro-4H-benzo[5,6]cyclohepta[1,2-d]thiazol-4-yl)-1-methyl-2,4(1H,3H)-pyrimidinedione), NCCN1CCOCC1 (4-(2-aminoethyl)morpholine). Product: ClC=1C=CC2=C(C=CC3=C(N=C(S3)NCCN3CCOCC3)C2C=2C(NC(N(C2)C)=O)=O)C1 ((±)-5-(7-Chloro-2-(2-(4-morpholinyl)ethylamino)-4H-benzo[5,6]cyclohepta[1,2-d]thiazol-4-yl)-1-methyl-2,4(1H,3H)-pyrimidinedione). As a reaction SMILES: Cl[C:2]1[S:3][C:4]2[CH:11]=[CH:10][C:9]3[CH:12]=[C:13]([Cl:16])[CH:14]=[CH:15][C:8]=3[CH:7]([C:17]3[C:18](=[O:25])[NH:19][C:20](=[O:24])[N:21]([CH3:23])[CH:22]=3)[C:5]=2[N:6]=1.[NH2:26][CH2:27][CH2:28][N:29]1[CH2:34][CH2:33][O:32][CH2:31][CH2:30]1>>[Cl:16][C:13]1[CH:14]=[CH:15][C:8]2[CH:7]([C:17]3[C:18](=[O:25])[NH:19][C:20](=[O:24])[N:21]([CH3:23])[CH:22]=3)[C:5]3[N:6]=[C:2]([NH:26][CH2:27][CH2:28][N:29]4[CH2:34][CH2:33][O:32][CH2:31][CH2:30]4)[S:3][C:4]=3[CH:11]=[CH:10][C:9]=2[CH:12]=1. Procedure: The subtitle product was prepared from the product of example 44 step (viii) (0.225 g) and 4-(2-aminoethyl)morpholine (0.38 ml) according to the method of example 51 step (i). Purification was by precipitation using diethyl ether with filtration to give the subtitle product as yellow solid.